Dataset: the Open Reaction Database (ORD), a public repository of structured organic reaction records. Task: describe an organic reaction: reactants, conditions, products, and yield The reactants are B, CC(=O)O, CC(C)=O, CO, ClCCl, COc1cc(C(=O)NC2CNC2)c(F)cc1Nc1ncc2c(n1)N(C1CCCC1)CC(F)(F)C(=O)N2C, c1ccncc1. Product: COc1cc(C(=O)NC2CN(C(C)C)C2)c(F)cc1Nc1ncc2c(n1)N(C1CCCC1)CC(F)(F)C(=O)N2C. Reaction SMILES: [BH3:51].[C:52]([OH:53])(=[O:54])[CH3:55].[CH3:41][C:42]([CH3:43])=[O:44].[CH3:56][OH:57].[Cl:38][CH2:39][Cl:40].[NH:1]1[CH2:2][CH:3]([NH:5][C:6]([c:7]2[c:8]([F:36])[cH:9][c:10]([NH:15][c:16]3[n:17][cH:18][c:19]4[c:20]([n:35]3)[N:21]([CH:30]3[CH2:31][CH2:32][CH2:33][CH2:34]3)[CH2:22][C:23]([F:28])([F:29])[C:24](=[O:27])[N:25]4[CH3:26])[c:11]([O:13][CH3:14])[cH:12]2)=[O:37])[CH2:4]1.[n:45]1[cH:46][cH:47][cH:48][cH:49][cH:50]1>>[N:1]1([CH:42]([CH3:41])[CH3:43])[CH2:2][CH:3]([NH:5][C:6]([c:7]2[c:8]([F:36])[cH:9][c:10]([NH:15][c:16]3[n:17][cH:18][c:19]4[c:20]([n:35]3)[N:21]([CH:30]3[CH2:31][CH2:32][CH2:33][CH2:34]3)[CH2:22][C:23]([F:28])([F:29])[C:24](=[O:27])[N:25]4[CH3:26])[c:11]([O:13][CH3:14])[cH:12]2)=[O:37])[CH2:4]1. The product is ClC1=C(C=CC(=C1)NC(C1=CC=C(C=C1)OC(F)(F)F)=O)C1=CC=C2CN(C(C2=C1)=O)[C@H](C(=O)O)C(C)C ((S)-2-(6-(2-Chloro-4-(4-(trifluoromethoxy)benzamido)phenyl)-1-oxoisoindolin-2-yl)-3-methylbutanoic acid). Reactants: C(C)(C)(C)C1=CC=C(C(=O)NC=2C=CC(=NC2)C2=CC=C3CN(C(C3=C2)=O)[C@H](C(=O)O)C(C)C)C=C1 ((S)-2-(6-(5-(4-tert-Butylbenzamido)pyridin-2-yl)-1-oxoisoindolin-2-yl)-3-methyl butanoic acid), ClC1=C(C=CC(=C1)NC(C1=CC=C(C=C1)OC(F)(F)F)=O)C1=CC=C2CN(C(C2=C1)=O)[C@H](C(=O)OC)C(C)C ((S)-Methyl 2-(6-(2-chloro-4-(4-(trifluoromethoxy)benzamido)phenyl)-1-oxo isoindolin-2-yl)-3-methylbutanoate). Reaction SMILES: C(C1C=CC(C(NC2C=CC(C3C=C4C(CN([C@@H](C(C)C)C(O)=O)C4=O)=CC=3)=NC=2)=O)=CC=1)(C)(C)C.[Cl:37][C:38]1[CH:43]=[C:42]([NH:44][C:45](=[O:57])[C:46]2[CH:51]=[CH:50][C:49]([O:52][C:53]([F:56])([F:55])[F:54])=[CH:48][CH:47]=2)[CH:41]=[CH:40][C:39]=1[C:58]1[CH:66]=[C:65]2[C:61]([CH2:62][N:63]([C@@H:68]([CH:73]([CH3:75])[CH3:74])[C:69]([O:71]C)=[O:70])[C:64]2=[O:67])=[CH:60][CH:59]=1>>[Cl:37][C:38]1[CH:43]=[C:42]([NH:44][C:45](=[O:57])[C:46]2[CH:47]=[CH:48][C:49]([O:52][C:53]([F:54])([F:55])[F:56])=[CH:50][CH:51]=2)[CH:41]=[CH:40][C:39]=1[C:58]1[CH:66]=[C:65]2[C:61]([CH2:62][N:63]([C@@H:68]([CH:73]([CH3:75])[CH3:74])[C:69]([OH:71])=[O:70])[C:64]2=[O:67])=[CH:60][CH:59]=1. Procedure: The compound of example 488 was prepared analogous to the compound of example 404 by hydrolysis of the compound of example 487. The yield is 72.0%. Starting materials: CCCC(Cl)CBr, Sc1ccccc1Br, CCO, [Na]. Yields the product CCCC(Cl)CSc1ccccc1Br. As a reaction SMILES: [Br:10][CH2:11][CH:12]([CH2:13][CH2:14][CH3:15])[Cl:16].[Br:2][c:3]1[c:4]([SH:9])[cH:5][cH:6][cH:7][cH:8]1.[CH3:17][CH2:18][OH:19].[Na:1]>>[Br:2][c:3]1[c:4]([S:9][CH2:11][CH:12]([CH2:13][CH2:14][CH3:15])[Cl:16])[cH:5][cH:6][cH:7][cH:8]1. Reported procedure: To a solution of 0.20 g (0.8 mmol) of 3-(2-hydroxyethyl)-6-chloro-2-methoxypyridine in 10 ml of dry CH2Cl2 cooled to -50° C. was added 0.18 ml (0.8 mmol) trifluoromethanesulfonic anhydride under an atmosphere of nitrogen. The mixture was stirred for 30 min at this temperature and an additional 10 min at -78° C. before a rapid addition of 30 ml of cold (-78° C.) NH3 (l). The mixture was stirred for 15 min at room temperature, and then concentrated in vacuo to afford 1.0 g of crude 3-(2-aminoethyl... As a reaction SMILES: O[CH2:2][CH2:3][C:4]1[C:5]([O:11][CH3:12])=[N:6][C:7]([Cl:10])=[CH:8][CH:9]=1.FC(F)(F)S(OS(C(F)(F)F)(=O)=O)(=O)=O.[NH3:28]>C(Cl)Cl>[NH2:28][CH2:2][CH2:3][C:4]1[C:5]([O:11][CH3:12])=[N:6][C:7]([Cl:10])=[CH:8][CH:9]=1. Reactants: FC(S(=O)(=O)OS(=O)(=O)C(F)(F)F)(F)F (trifluoromethanesulfonic anhydride), OCCC=1C(=NC(=CC1)Cl)OC (3-(2-hydroxyethyl)-6-chloro-2-methoxypyridine), N (NH3). Run at time 15 minute. Solvent: C(Cl)Cl (CH2Cl2). Product: NCCC=1C(=NC(=CC1)Cl)OC (3-(2-aminoethyl)-6-chloro-2-methoxypyridine). Reactants: CS(=O)(=O)Cl (methanesulfonyl chloride), C\C(=C/CO)\CCC=C(C)C ((E)-3,7-dimethyl-2,6-octadien-1-ol), N1=C(C=C(C=C1C)C)C (2,4,6-collidine), [Cl-].[Li+] (lithium chloride), ice water. The solvent is CN(C)C=O (DMF). Conditions: temperature 0 celsius, time 1.5 hour. Yields the product ClC/C=C(/CCC=C(C)C)\C ((E)-8-Chloro-2,6-dimethyl-2,6-octadiene). Yield: 89.4%. RXN SMILES: [CH3:1]/[C:2](/[CH2:6][CH2:7][CH:8]=[C:9]([CH3:11])[CH3:10])=[CH:3]\[CH2:4]O.N1C(C)=CC(C)=CC=1C.[Cl-].[Li+].CS([Cl:27])(=O)=O>CN(C=O)C>[Cl:27][CH2:4]/[CH:3]=[C:2](\[CH3:1])/[CH2:6][CH2:7][CH:8]=[C:9]([CH3:11])[CH3:10] |f:2.3|. Procedure: To a stirred solution of 30.0 g (0.194 mol) of (E)-3,7-dimethyl-2,6-octadien-1-ol and 28.27 mL (0.213 mol) of 2,4,6-collidine under argon at room temperature was added dropwise 8.23 g (0.194 mol) of lithium chloride in 100 mL of DMF. The mixture was cooled to 0° C. and treated with 16.56 mL (0.213 mol) of methanesulfonyl chloride dropwise over 10 minutes. The reaction was stirred at 0° C. for 1.5 hours (solid present), then poured into 500 mL of ice/water. The aqueous solution was washed three t... Starting materials: C(C)OC1=C(C(OC1=O)CCC(=O)OC)C1=CC=CC=C1 (methyl 3-(4-ethoxy-5-oxo-3-phenyl2,5-dihydro-2-furyl)propionate), [OH-].[Na+] (sodium hydroxide), O (water). Solvent: CO (methanol). Conditions: time 30 minute. The product is C(C)OC1=C(C(OC1=O)CCC(=O)O)C1=CC=CC=C1 (3-(4-ethoxy-5-oxo-3-phenyl2,5-dihydro-2-furyl)propionic acid). The yield is 63.6%. RXN SMILES: [CH2:1]([O:3][C:4]1[C:8](=[O:9])[O:7][CH:6]([CH2:10][CH2:11][C:12]([O:14]C)=[O:13])[C:5]=1[C:16]1[CH:21]=[CH:20][CH:19]=[CH:18][CH:17]=1)[CH3:2].[OH-].[Na+].O>CO>[CH2:1]([O:3][C:4]1[C:8](=[O:9])[O:7][CH:6]([CH2:10][CH2:11][C:12]([OH:14])=[O:13])[C:5]=1[C:16]1[CH:21]=[CH:20][CH:19]=[CH:18][CH:17]=1)[CH3:2] |f:1.2|. Reported procedure: To a solution of methyl 3-(4-ethoxy-5-oxo-3-phenyl2,5-dihydro-2-furyl)propionate (0.20 g) in methanol (2 ml) was added 1N sodium hydroxide solution (0.8 ml) during a period of a few minutes at ambient temperature. The solution was stirred for 30 minutes at the same temperature and then poured into water (10 ml). The mixture was washed with diethyl ether and the aqueous layer was adjusted to pH 1 with aqueous 10% hydrochloric acid. The separated oil was extracted with ethyl acetate twice. The com... Starting materials: CC(C)=O, Cn1cnc(SCCl)n1, [I-], [Na+], O. Yields the product Cn1cnc(SCI)n1. Reaction SMILES: [CH3:12][C:13](=[O:14])[CH3:15].[Cl:1][CH2:2][S:3][c:4]1[n:5][n:6]([CH3:9])[cH:7][n:8]1.[I-:11].[Na+:10].[OH2:16]>>[CH2:2]([S:3][c:4]1[n:5][n:6]([CH3:9])[cH:7][n:8]1)[I:11]. The reactants are N1=CC=CC=2C=CNC12. The reagents and catalysts are O1B(OC(C)(C)C1(C)C)B2OC(C)(C)C(O2)(C)C, N=1C=C(C(=C2C=CC3=C(N=CC(=C3C)C)C12)C)C, C[OH2+].C[OH2+].C1CC=CCCC=C1.C1CC=CCCC=C1.[Ir].[Ir]. Run in O1CCCC1. Reaction conditions: temperature 80 celsius, time 4 hour. Product: N1=CC=CC2=C1NC=C2B3OC(C)(C)C(O3)(C)C. Yield: 55.0%. The reactants are ClC(C)NC(=O)Cl (1-chloroethylcarbamic acid chloride), C(C)(C)N=C=O (isopropyl isocyanate). Conditions: temperature 70 celsius. Yields the product C(=C)N=C=O (vinyl isocyanate), ClCCN=C=O (chloroethyl isocyanate), C(C)(C)N=C=O (isopropyl isocyanate). Yield: 2.0%. RXN SMILES: [Cl:1][CH:2]([NH:4][C:5](Cl)=[O:6])[CH3:3].[CH:8]([N:11]=[C:12]=[O:13])([CH3:10])[CH3:9]>>[CH:2]([N:4]=[C:5]=[O:6])=[CH2:3].[Cl:1][CH2:9][CH2:8][N:11]=[C:12]=[O:13].[CH:8]([N:11]=[C:12]=[O:13])([CH3:10])[CH3:9]. Procedure details: 57 parts of 1-chloroethylcarbamic acid chloride are introduced into 700 parts by volume of isopropyl isocyanate at 22° C., the mixture is heated to 70° C. in the course of 1.5 hours whilst passing a slight stream of nitrogen through it, and the reaction mixture is condensed in a cold trap at -70° C. 12 parts (43% of theory) of vinyl isocyanate of boiling point 38.5° C./1013 mbar, 0.85 part (2% of theory) of chloroethyl isocyanate of boiling point 92° C./1013 mbar and 218 parts of isopropyl isocy...